From a dataset of the Open Reaction Database (ORD), a public repository of structured organic reaction records. describe an organic reaction: reactants, conditions, products, and yield Starting materials: N1C(CC2=CC=CC=C12)=O (oxindole), C(=O)C1=CC=C2C=CC=CC=C12 (1-Formylazulene), solution, N1CCCC1 (pyrrolidine). Solvent: C(C)O (ethanol), C(C)O (ethanol), C(C)O (ethanol). Yields the product C1(=CC=C2C=CC=CC=C12)C=C1C(NC2=CC=CC=C12)=O (3-Azulen-1-ylmethylene-1,3-dihydro-indol-2-one). Isolated yield 101.7%. As a reaction SMILES: [CH:1]([C:3]1[C:12]2[C:6]([CH:7]=[CH:8][CH:9]=[CH:10][CH:11]=2)=[CH:5][CH:4]=1)=O.[NH:13]1[C:21]2[C:16](=[CH:17][CH:18]=[CH:19][CH:20]=2)[CH2:15][C:14]1=[O:22].N1CCCC1>C(O)C>[C:3]1([CH:1]=[C:15]2[C:16]3[C:21](=[CH:20][CH:19]=[CH:18][CH:17]=3)[NH:13][C:14]2=[O:22])[C:12]2[C:6]([CH:7]=[CH:8][CH:9]=[CH:10][CH:11]=2)=[CH:5][CH:4]=1. Procedure: 1-Formylazulene (2 mmol) was dissolved in 40 mL ethanol. 266 mg oxindole (2 mmol) and 200 mL ethanol were then added. Next, a 4 mL solution containing 1M pyrrolidine and ethanol was added to react at room temperature for three days. After removal of solvent, the resulting solution was extracted by 150 mL acetyl acetate and 50 mL water. The resulting solution was extracted again by 50 mL citric acid aqueous solution and ethyl acetate. The ethyl acetate layer was collected, dried with anhydrous ma... Yields the product CCCCc1nc(=O)c2cc(CC)ccc2[nH]1. The reactants are C#Cc1ccc2[nH]c(CCCC)nc(=O)c2c1, c1ccncc1. Reaction SMILES: [CH2:1]([CH2:2][CH2:3][CH3:4])[c:5]1[nH:6][c:7]2[cH:8][cH:9][c:10]([C:16]#[CH:17])[cH:11][c:12]2[c:13](=[O:15])[n:14]1.[cH:18]1[cH:19][cH:20][n:21][cH:22][cH:23]1>>[CH2:1]([CH2:2][CH2:3][CH3:4])[c:5]1[nH:6][c:7]2[cH:8][cH:9][c:10]([CH2:16][CH3:17])[cH:11][c:12]2[c:13](=[O:15])[n:14]1. Starting materials: C(C1=CC=CC=C1)OCC#C (3-benzyloxy-1-propyne), C(C)[Mg]Br (ethylmagnesium bromide), C1(CCCCC1)=O (cyclohexanone), C(C)(=O)OC(C)=O (acetic anhydride), CC (ethane). The solvent is Cl (hydrochloric acid), CCOCC (ether), CCOCC (ether), O1CCCC1 (tetrahydrofuran). Reaction conditions: time 15 minute. Yields the product C(C)(=O)OC1(CCCCC1)C#CCOCC1=CC=CC=C1 (1-(1-Acetyloxycyclohexyl)-3-benzyloxy-1-propyne). Reaction SMILES: [CH2:1]([O:8][CH2:9][C:10]#[CH:11])[C:2]1[CH:7]=[CH:6][CH:5]=[CH:4][CH:3]=1.C([Mg]Br)C.CC.[C:18]1(=[O:24])[CH2:23][CH2:22][CH2:21][CH2:20][CH2:19]1.[C:25](OC(=O)C)(=[O:27])[CH3:26]>CCOCC.Cl.O1CCCC1>[C:25]([O:24][C:18]1([C:11]#[C:10][CH2:9][O:8][CH2:1][C:2]2[CH:7]=[CH:6][CH:5]=[CH:4][CH:3]=2)[CH2:23][CH2:22][CH2:21][CH2:20][CH2:19]1)(=[O:27])[CH3:26]. Reported procedure: A solution of 3-benzyloxy-1-propyne (1 molar equivalent) in dry ether is added dropwise to a stirred solution of ethylmagnesium bromide (1 molar equivalent) in ether at ambient temperature under a nitrogen atmosphere. Upon completing the addition, the reaction mixture is stirred at ambient temperature until gas evolution (ethane generation) ceases, then is cooled to 0° to 5° C. and treated with cyclohexanone (1 molar equivalent) added dropwise at such a rate as to prevent the reaction mixture fr... Starting materials: C(C)(C)(C)OC(NC=1C=C(C=CC1)C1=CC=C(C=C1)CNS(=O)(=O)C)=O ([4′-(methanesulfonylamino-methyl)-biphenyl-3-yl]-carbamic acid tert-butyl ester), Cl.CO (HCl MeOH). Product: NC=1C=C(C=CC1)C1=CC=C(C=C1)CNS(=O)(=O)C (N-((3′-aminobiphenyl-4-yl)methyl)methanesulfonamide), Cl (HCl). Isolated yield 71.0%. RXN SMILES: C(OC(=O)[NH:7][C:8]1[CH:9]=[C:10]([C:14]2[CH:19]=[CH:18][C:17]([CH2:20][NH:21][S:22]([CH3:25])(=[O:24])=[O:23])=[CH:16][CH:15]=2)[CH:11]=[CH:12][CH:13]=1)(C)(C)C.[ClH:27].CO>>[NH2:7][C:8]1[CH:9]=[C:10]([C:14]2[CH:19]=[CH:18][C:17]([CH2:20][NH:21][S:22]([CH3:25])(=[O:24])=[O:23])=[CH:16][CH:15]=2)[CH:11]=[CH:12][CH:13]=1.[ClH:27] |f:1.2|. Procedure: A solution of [4′-(methanesulfonylamino-methyl)-biphenyl-3-yl]-carbamic acid tert-butyl ester (5 g, 13 mmol) in HCl/MeOH (4M, 150 mL) was stirred at room temperature overnight. The mixture was concentrated to dryness and the residue was washed with ether to give the target compound N-((3′-aminobiphenyl-4-yl)methyl)methanesulfonamide as its HCl salt (3.0 g, 71%). 1H NMR (300 MHz, DMSO-d6) δ 7.54-7.71 (m, 6H), 7.46 (d, J=7.8 Hz, 2H), 7.36 (d, J=7.5 Hz, 1H), 4.19 (s, 2H), 2.87 (s, 3H). MS (ESI) m/e...